Dataset: the Open Reaction Database (ORD), a public repository of structured organic reaction records. Task: describe an organic reaction: reactants, conditions, products, and yield The reactants are [H-].[Al+3].[Li+].[H-].[H-].[H-] (lithium aluminum hydride), O (water), [OH-].[Na+] (sodium hydroxide), [H-].[Al+3].[Li+].[H-].[H-].[H-] (lithium aluminum hydride), O1CC(CC1)NC(CC)=O (N-(tetrahydrofuran-3-yl)propionamide), O (water). RXN SMILES: [H-].[Al+3].[Li+].[H-].[H-].[H-].[O:7]1[CH2:11][CH2:10][CH:9]([NH:12][C:13](=O)[CH2:14][CH3:15])[CH2:8]1.O.[OH-].[Na+]>C1COCC1>[CH2:13]([NH:12][CH:9]1[CH2:10][CH2:11][O:7][CH2:8]1)[CH2:14][CH3:15] |f:0.1.2.3.4.5,8.9|. The solvent is C1CCOC1 (THF). Procedure: A suspension of 21.7 g (0.57 mol) of lithium aluminum hydride in 500 ml of THF was admixed dropwise with a solution of 81 g (0.57 mol) of N-(tetrahydrofuran-3-yl)propionamide, and the solution was heated at reflux for 2 h. Excess lithium aluminum hydride was hydrolyzed by dropwise addition of 16 ml of water, 50 ml of 10% strength aqueous sodium hydroxide solution and another 45 ml of water. The white suspension was heated at reflux for one hour, causing the insoluble components to aggregate to a... The product is C(CC)NC1COCC1 (N-Propyl-N-(tetrahydrofuran-3-yl)amine). Reactants: ClC1=CC=C(S1)C(=O)NCC=1C=NN(C1)C1=CC=C(C=C1)I (5-chloro-N-((1-(4-iodophenyl)-1H-pyrazol-4-yl)methyl)thiophene-2-carboxamide), OC1=NC=CN=C1 (2-hydroxypyrazine), OC=1C=CC=C2C=CC=NC12 (8-hydroxyquinoline), C(=O)([O-])[O-].[K+].[K+] (K2CO3). Reagents/catalysts: [Cu]I (CuI). Solvent: CS(=O)C (DMSO). Run at temperature 130 celsius. The product is ClC1=CC=C(S1)C(=O)NCC=1C=NN(C1)C1=CC=C(C=C1)N1C(C=NC=C1)=O (5-Chloro-N-((1-(4-(2-oxopyrazin-1(2H)-yl)phenyl)-1H-pyrazol-4-yl)methyl)thiophene-2-carboxamide). The yield is 14.3%. As a reaction SMILES: [Cl:1][C:2]1[S:6][C:5]([C:7]([NH:9][CH2:10][C:11]2[CH:12]=[N:13][N:14]([C:16]3[CH:21]=[CH:20][C:19](I)=[CH:18][CH:17]=3)[CH:15]=2)=[O:8])=[CH:4][CH:3]=1.[OH:23][C:24]1[CH:29]=[N:28][CH:27]=[CH:26][N:25]=1.OC1C=CC=C2C=1N=CC=C2.C([O-])([O-])=O.[K+].[K+]>CS(C)=O.[Cu]I>[Cl:1][C:2]1[S:6][C:5]([C:7]([NH:9][CH2:10][C:11]2[CH:12]=[N:13][N:14]([C:16]3[CH:21]=[CH:20][C:19]([N:25]4[CH:26]=[CH:27][N:28]=[CH:29][C:24]4=[O:23])=[CH:18][CH:17]=3)[CH:15]=2)=[O:8])=[CH:4][CH:3]=1 |f:3.4.5|. Procedure details: A mixture of 5-chloro-N-((1-(4-iodophenyl)-1H-pyrazol-4-yl)methyl)thiophene-2-carboxamide (75 mg, 0.17 mmol), 2-hydroxypyrazine (43 mg, 0.45 mmol), 8-hydroxyquinoline (15 mg, 0.10 mmol) and K2CO3 (100 mg, 0.72 mmol) in DMSO (1 mL) was degassed with Argon before being charged with CuI (19 mg, 0.10 mmol). The mixture in a sealed tube was heated at 130° C. overnight. It was then purified by HPLC to give the title compound (10 mg). MS 412.0 and 414.0 (M+H, Cl pattern). The reactants are Cl.N[C@H]([C@H](CNS(=O)(=O)C1=NC=CC=C1)O)CCCC (N-[(2S,3S)-3-amino-2-hydroxyheptyl]-2-pyridinesulfonamide hydrochloride), C(C)(C)N(CC)C(C)C (diisopropylethylamine), Cl.N[C@H]([C@@H](CNS(=O)(=O)C1=NC=CC=C1)O)CCCC (N-[(2R,3S)-3-amino-2-hydroxyheptyl]-2-pyridinesulfonamide hydrochloride), C(O[C@@H](C(C)(C)C)CN1C=NC2=C1C=C(C(=C2)Cl)Cl)(OC2=CC=C(C=C2)[N+](=O)[O-])=O ((1S)-1-[(5,6-dichloro-1H-benzimidazol-1-yl)methyl]-2,2-dimethylpropyl 4-nitrophenyl carbonate). Solvent: CN(C=O)C (dimethylformamide). Conditions: time 3 day. Product: O[C@H](CNS(=O)(=O)C1=NC=CC=C1)[C@H](CCCC)NC(O[C@@H](C(C)(C)C)CN1C=NC2=C1C=C(C(=C2)Cl)Cl)=O ((1 S)-1-[(5,6-dichloro-1H-benzimidazol-1-yl)methyl]-2,2-dimethylpropyl (1S)-1-{(1R)-1-hydroxy-2-[(2-pyridinylsulfonyl)amino]ethyl}pentylcarbamate). Yield: 50.0%. RXN SMILES: Cl.[NH2:2][C@@H:3]([CH2:17][CH2:18][CH2:19][CH3:20])[C@@H:4]([OH:16])[CH2:5][NH:6][S:7]([C:10]1[CH:15]=[CH:14][CH:13]=[CH:12][N:11]=1)(=[O:9])=[O:8].Cl.N[C@@H](CCCC)[C@H](O)CNS(C1C=CC=CN=1)(=O)=O.[C:41](=O)([O:60]C1C=CC([N+]([O-])=O)=CC=1)[O:42][C@H:43]([CH2:48][N:49]1[C:53]2[CH:54]=[C:55]([Cl:59])[C:56]([Cl:58])=[CH:57][C:52]=2[N:51]=[CH:50]1)[C:44]([CH3:47])([CH3:46])[CH3:45].C(N(C(C)C)CC)(C)C>CN(C)C=O>[OH:16][C@@H:4]([C@@H:3]([NH:2][C:41](=[O:60])[O:42][C@H:43]([CH2:48][N:49]1[C:53]2[CH:54]=[C:55]([Cl:59])[C:56]([Cl:58])=[CH:57][C:52]=2[N:51]=[CH:50]1)[C:44]([CH3:47])([CH3:46])[CH3:45])[CH2:17][CH2:18][CH2:19][CH3:20])[CH2:5][NH:6][S:7]([C:10]1[CH:15]=[CH:14][CH:13]=[CH:12][N:11]=1)(=[O:9])=[O:8] |f:0.1,2.3|. Procedure: 73 mg (0.18 mmol) of N-[(2S,3S)-3-amino-2-hydroxyheptyl]-2-pyridinesulfonamide hydrochloride & N-[(2R,3S)-3-amino-2-hydroxyheptyl]-2-pyridinesulfonamide hydrochloride was slurried in 3.5 mL of anhydrous dimethylformamide. Addition of 80 mg (0.18 mmol) of (1S)-1-[(5,6-dichloro-1H-benzimidazol-1-yl)methyl]-2,2-dimethylpropyl 4-nitrophenyl carbonate followed by 0.14 mL (0.72 mmol) of diisopropylethylamine resulted in a light yellow solution, which was stirred for 3 d. It was then concentrated under... The reactants are ClC1=NC(=C(C#N)C(=C1[N+](=O)[O-])C)C (6-Chloro-2,4-dimethyl-5-nitronicotinonitrile), NC1=CC=C(C=C1)CCO (4-aminophenylethyl alcohol). Product: OCCC1=CC=C(NC2=NC(=C(C#N)C(=C2[N+](=O)[O-])C)C)C=C1 (6-[4-(2-Hydroxyethyl)anilino]-2,4-dimethyl-5-nitronicotinonitrile). As a reaction SMILES: Cl[C:2]1[C:9]([N+:10]([O-:12])=[O:11])=[C:8]([CH3:13])[C:5]([C:6]#[N:7])=[C:4]([CH3:14])[N:3]=1.[NH2:15][C:16]1[CH:21]=[CH:20][C:19]([CH2:22][CH2:23][OH:24])=[CH:18][CH:17]=1>>[OH:24][CH2:23][CH2:22][C:19]1[CH:20]=[CH:21][C:16]([NH:15][C:2]2[C:9]([N+:10]([O-:12])=[O:11])=[C:8]([CH3:13])[C:5]([C:6]#[N:7])=[C:4]([CH3:14])[N:3]=2)=[CH:17][CH:18]=1. Procedure details: The title compound was prepared according to the procedure described in step 3 of Example 1 from 6-chloro-2,4-dimethyl-5-nitronicotinonitrile (step 3) and 4-aminophenylethyl alcohol. The reactants are [H-].[Na+] (Sodium hydride), ice, IC (Iodomethane), C1(=CC=CC=C1)[O-] (phenolate), OC=1C=C(C=O)C=CC1I (3-hydroxy-4-iodobenzaldehyde), OCC(C)(CO)C (neopentyl glycol), 15. Solvent: C(C)(=O)OCC (ethyl acetate), CN(C)C=O (DMF). Run at temperature 0 celsius, time 60 minute. Product: IC1=C(C=C(C=C1)C1OCC(CO1)(C)C)OC (2-(4-Iodo-3-methoxyphenyl)-5,5-dimethyl[1,3]dioxane). RXN SMILES: [H-].[Na+].[OH:3][C:4]1[CH:5]=[C:6]([CH:9]=[CH:10][C:11]=1[I:12])[CH:7]=[O:8].IC.[C:15]1([O-])C=CC=CC=1.[OH:22][CH2:23][C:24]([CH3:28])([CH2:26]O)[CH3:25]>CN(C=O)C.C(OCC)(=O)C>[I:12][C:11]1[CH:10]=[CH:9][C:6]([CH:7]2[O:22][CH2:23][C:24]([CH3:28])([CH3:26])[CH2:25][O:8]2)=[CH:5][C:4]=1[O:3][CH3:15] |f:0.1|. Procedure: Sodium hydride (887 mg, 60% dispersion in mineral oil, 22.2 mmol) was added to an ice-cooled solution of 3-hydroxy-4-iodobenzaldehyde (5.00 g, 20.2 mmol) in DMF (20 ml) and stirred at 0° C. for 60 min. Iodomethane (3.15 ml, 22.2 mmol) was added dropwise to the solution of the phenolate, and the reaction mixture was stirred at room temperature for 4 h. The mixture was diluted with ethyl acetate and washed with ice-water and saturated sodium chloride solution. After drying over magnesium sulfate, ... Starting materials: N#CC(C(=O)Nc1ccccc1)C(=O)c1nn(-c2cccc([N+](=O)[O-])c2)c2c1CSc1ccccc1-2, CC(=O)O, Cl. Product: N#CC(C(=O)Nc1ccccc1)C(=O)c1nn(-c2cccc(N)c2)c2c1CSc1ccccc1-2. RXN SMILES: [C:1](#[N:2])[CH:3]([C:4](=[O:5])[NH:6][c:7]1[cH:8][cH:9][cH:10][cH:11][cH:12]1)[C:13](=[O:14])[c:15]1[c:16]2[c:17]([n:18](-[c:20]3[cH:21][c:22]([N+:26]([O-:27])=[O:28])[cH:23][cH:24][cH:25]3)[n:19]1)-[c:29]1[c:30]([cH:33][cH:34][cH:35][cH:36]1)[S:31][CH2:32]2.[CH3:38][C:39](=[O:40])[OH:41].[ClH:37]>>[C:1](#[N:2])[CH:3]([C:4](=[O:5])[NH:6][c:7]1[cH:8][cH:9][cH:10][cH:11][cH:12]1)[C:13](=[O:14])[c:15]1[c:16]2[c:17]([n:18](-[c:20]3[cH:21][c:22]([NH2:26])[cH:23][cH:24][cH:25]3)[n:19]1)-[c:29]1[c:30]([cH:33][cH:34][cH:35][cH:36]1)[S:31][CH2:32]2.